The task is: describe an organic reaction: reactants, conditions, products, and yield. This data is from the Open Reaction Database (ORD), a public repository of structured organic reaction records. Starting materials: C(C)OC(=O)C1(CCN(CC1)C1=NC=NC=C1)COC1=CC=C2CCNCC2=C1 (1-(pyrimidin-4-yl)-4-(1,2,3,4-tetrahydroisoquinolin-7-yloxymethyl)piperidine-4-carboxylic acid ethyl ester), C(C)(C)N(CC)C(C)C (diisopropylethylamine), Cl.N1(N=CC=C1)C(=N)N (1H-pyrazole-1-carboxamidine hydrochloride). The solvent is CN(C=O)C (dimethylformamide). Reaction conditions: time 2 hour. Yields the product Cl.Cl.C(N)(=N)N1CC2=CC(=CC=C2CC1)OCC1(CCN(CC1)C1=NC=NC=C1)C(=O)O (4-(2-Amidino-1,2,3,4-tetrahydroisoquinolin-7-yloxymethyl)-1-(pyrimidin-4-yl)piperidine-4-carboxylic Acid Dihydrochloride). Isolated yield 16.1%. As a reaction SMILES: C([O:3][C:4]([C:6]1([CH2:18][O:19][C:20]2[CH:29]=[C:28]3[C:23]([CH2:24][CH2:25][NH:26][CH2:27]3)=[CH:22][CH:21]=2)[CH2:11][CH2:10][N:9]([C:12]2[CH:17]=[CH:16][N:15]=[CH:14][N:13]=2)[CH2:8][CH2:7]1)=[O:5])C.C(N(C(C)C)CC)(C)C.[ClH:39].[N:40]1([C:45](N)=[NH:46])C=CC=N1>CN(C)C=O>[ClH:39].[ClH:39].[C:45]([N:26]1[CH2:25][CH2:24][C:23]2[C:28](=[CH:29][C:20]([O:19][CH2:18][C:6]3([C:4]([OH:3])=[O:5])[CH2:7][CH2:8][N:9]([C:12]4[CH:17]=[CH:16][N:15]=[CH:14][N:13]=4)[CH2:10][CH2:11]3)=[CH:21][CH:22]=2)[CH2:27]1)(=[NH:40])[NH2:46] |f:2.3,5.6.7|. Procedure: To a solution of 1-(pyrimidin-4-yl)-4-(1,2,3,4-tetrahydroisoquinolin-7-yloxymethyl)piperidine-4-carboxylic acid ethyl ester (260 mg) in dimethylformamide (1 ml) were added diisopropylethylamine (0.24 ml) and 1H-pyrazole-1-carboxamidine hydrochloride (200 mg), and the mixture was stirred at room temperature for 2 hours. After completion of the reaction, the solvent was evaporated and the obtained residue was separated by HPLC (0.05% aqueous trifluoroacetic acid:methanol=6:4-2:8). The obtained res... RXN SMILES: [C:1]([CH3:2])([CH3:3])([CH3:4])[O:5][C:6](=[O:7])[n:8]1[c:9](-[c:25]2[c:26]([O:32][CH3:33])[n:27][n:28][c:29]([Cl:31])[cH:30]2)[cH:10][c:11]2[cH:12][cH:13][c:14]([CH2:17][N:18]3[CH2:19][CH2:20][N:21]([CH3:24])[CH2:22][CH2:23]3)[cH:15][c:16]12.[CH2:58]([CH2:59][O:60][CH3:61])[O:62][CH3:63].[CH3:34][c:35]1[c:36]([OH:51])[c:37]([CH3:50])[cH:38][c:39]([B:41]2[O:42][C:43]([CH3:44])([CH3:45])[C:46]([CH3:47])([CH3:48])[O:49]2)[cH:40]1.[Na+:52].[Na+:53].[O-:54][C:55](=[O:56])[O-:57].[OH2:64].[cH:65]1[cH:66][cH:67][c:68]([P:69]([Pd:70]([P:71]([c:72]2[cH:73][cH:74][cH:75][cH:76][cH:77]2)([c:78]2[cH:79][cH:80][cH:81][cH:82][cH:83]2)[c:84]2[cH:85][cH:86][cH:87][cH:88][cH:89]2)([P:90]([c:91]2[cH:92][cH:93][cH:94][cH:95][cH:96]2)([c:97]2[cH:98][cH:99][cH:100][cH:101][cH:102]2)[c:103]2[cH:104][cH:105][cH:106][cH:107][cH:108]2)[P:109]([c:110]2[cH:111][cH:112][cH:113][cH:114][cH:115]2)([c:116]2[cH:117][cH:118][cH:119][cH:120][cH:121]2)[c:122]2[cH:123][cH:124][cH:125][cH:126][cH:127]2)([c:128]2[cH:129][cH:130][cH:131][cH:132][cH:133]2)[c:134]2[cH:135][cH:136][cH:137][cH:138][cH:139]2)[cH:140][cH:141]1>>[C:1]([CH3:2])([CH3:3])([CH3:4])[O:5][C:6](=[O:7])[n:8]1[c:9](-[c:25]2[c:26]([O:32][CH3:33])[n:27][n:28][c:29](-[c:39]3[cH:38][c:37]([CH3:50])[c:36]([OH:51])[c:35]([CH3:34])[cH:40]3)[cH:30]2)[cH:10][c:11]2[cH:12][cH:13][c:14]([CH2:17][N:18]3[CH2:19][CH2:20][N:21]([CH3:24])[CH2:22][CH2:23]3)[cH:15][c:16]12. Reactants: COc1nnc(Cl)cc1-c1cc2ccc(CN3CCN(C)CC3)cc2n1C(=O)OC(C)(C)C, COCCOC, Cc1cc(B2OC(C)(C)C(C)(C)O2)cc(C)c1O, [Na+], [Na+], O=C([O-])[O-], O, c1ccc(P(c2ccccc2)(c2ccccc2)[Pd](P(c2ccccc2)(c2ccccc2)c2ccccc2)(P(c2ccccc2)(c2ccccc2)c2ccccc2)P(c2ccccc2)(c2ccccc2)c2ccccc2)cc1. Product: COc1nnc(-c2cc(C)c(O)c(C)c2)cc1-c1cc2ccc(CN3CCN(C)CC3)cc2n1C(=O)OC(C)(C)C. The reactants are COc1ccc(CN2CCCC(C(C)(C)O)C2)cc1, O=C(O)C(F)(F)F. Product: COc1ccc(CN2CCCC(=C(C)C)C2)cc1. RXN SMILES: [CH3:1][O:2][c:3]1[cH:4][cH:5][c:6]([CH2:7][N:8]2[CH2:9][CH:10]([C:14]([CH3:15])([CH3:16])[OH:17])[CH2:11][CH2:12][CH2:13]2)[cH:18][cH:19]1.[F:20][C:21]([F:22])([F:23])[C:24]([OH:25])=[O:26]>>[CH3:1][O:2][c:3]1[cH:4][cH:5][c:6]([CH2:7][N:8]2[CH2:9][C:10](=[C:14]([CH3:15])[CH3:16])[CH2:11][CH2:12][CH2:13]2)[cH:18][cH:19]1. Starting materials: OC=1C=C(C=O)C=CC1OC (3-hydroxy-4-methoxy-benzaldehyde), C1C(CC2=CC=CC=C12)O (2-indanol), C1(=CC=CC=C1)P(C1=CC=CC=C1)C1=CC=CC=C1 (triphenylphosphine), CC(C)OC(=O)/N=N/C(=O)OC(C)C (diisopropylazodicarboxylate). The solvent is C(C)OCC (diethyl ether), C1CCOC1 (THF), C(C)OCC (diethyl ether). Yields the product C1C(CC2=CC=CC=C12)OC=1C=C(C=O)C=CC1OC (3-(Indan-2-yloxy)-4-methoxy-benzaldehyde). The yield is 20.7%. RXN SMILES: [OH:1][C:2]1[CH:3]=[C:4]([CH:7]=[CH:8][C:9]=1[O:10][CH3:11])[CH:5]=[O:6].[CH2:12]1[C:20]2[C:15](=[CH:16][CH:17]=[CH:18][CH:19]=2)[CH2:14][CH:13]1O.C1(P(C2C=CC=CC=2)C2C=CC=CC=2)C=CC=CC=1.CC(OC(/N=N/C(OC(C)C)=O)=O)C>C1COCC1.C(OCC)C>[CH2:12]1[C:20]2[C:15](=[CH:16][CH:17]=[CH:18][CH:19]=2)[CH2:14][CH:13]1[O:1][C:2]1[CH:3]=[C:4]([CH:7]=[CH:8][C:9]=1[O:10][CH3:11])[CH:5]=[O:6]. Procedure details: A solution of 3-hydroxy-4-methoxy-benzaldehyde (15.2 g, 100 mmol, 1 eq), 2-indanol (12.1 g, 90 mmol, 0.9 eq), and triphenylphosphine (26.2 g, 100 mmol, 1 eq) in dry THF (300 mL) was treated dropwise with diisopropylazodicarboxylate (19.6 mL, 100 mmol, 1 eq). The reaction mixture was stirred at reflux for 16 hours, then cooled and diluted with diethyl ether (500 mL). The solution was washed with water (2×150 mL), 1 M NaOH (4×125 mL), and saturated NaCl (sodium chloride) (2×100 mL), dried with CH2... Reactants: CCO, [Cl-], CCc1n(N)cc[n+]1N=Cc1ccc(N(C)C)cc1, [Pd]. The product is [Cl-], CCc1n(N)cc[n+]1NCc1ccc(N(C)C)cc1. Reaction SMILES: [CH3:21][CH2:22][OH:23].[Cl-:1].[NH2:2][n:3]1[c:4]([CH2:19][CH3:20])[n+:5]([N:8]=[CH:9][c:10]2[cH:11][cH:12][c:13]([N:16]([CH3:17])[CH3:18])[cH:14][cH:15]2)[cH:6][cH:7]1.[Pd:24]>>[Cl-:1].[NH2:2][n:3]1[c:4]([CH2:19][CH3:20])[n+:5]([NH:8][CH2:9][c:10]2[cH:11][cH:12][c:13]([N:16]([CH3:17])[CH3:18])[cH:14][cH:15]2)[cH:6][cH:7]1. Starting materials: Cl (Hydrochloric acid), N1(CCC1)C(=O)C1=CC(=C(OC=2C=C(C(=O)NC3=NC(=NS3)C)C=C(C2)O[C@H](CO[Si](C)(C)C(C)(C)C)C)C=C1)F (3-[4-(azetidin-1-ylcarbonyl)-2-fluorophenoxy]-5-((1S)-2-{[tert-butyl(dimethyl)silyl]oxy}-1-methylethoxy)-N-(3-methyl-1,2,4-thiadiazol-5-yl)benzamide), C([O-])(O)=O.[Na+] (sodium bicarbonate). Solvent: CO (methanol). Conditions: time 1 hour. Product: N1(CCC1)C(=O)C1=CC(=C(OC=2C=C(C(=O)NC3=NC(=NS3)C)C=C(C2)O[C@H](CO)C)C=C1)F (3-[4-(Azetidin-1-ylcarbonyl)-2-fluorophenoxy]-5-[(1S)-2-hydroxy-1-methylethoxy]-N-(3-methyl-1,2,4-thiadiazol-5-yl)benzamide). Isolated yield 52.0%. As a reaction SMILES: Cl.[N:2]1([C:6]([C:8]2[CH:41]=[CH:40][C:11]([O:12][C:13]3[CH:14]=[C:15]([CH:25]=[C:26]([O:28][C@@H:29]([CH3:39])[CH2:30][O:31][Si](C(C)(C)C)(C)C)[CH:27]=3)[C:16]([NH:18][C:19]3[S:23][N:22]=[C:21]([CH3:24])[N:20]=3)=[O:17])=[C:10]([F:42])[CH:9]=2)=[O:7])[CH2:5][CH2:4][CH2:3]1.C(=O)(O)[O-].[Na+]>CO>[N:2]1([C:6]([C:8]2[CH:41]=[CH:40][C:11]([O:12][C:13]3[CH:14]=[C:15]([CH:25]=[C:26]([O:28][C@@H:29]([CH3:39])[CH2:30][OH:31])[CH:27]=3)[C:16]([NH:18][C:19]3[S:23][N:22]=[C:21]([CH3:24])[N:20]=3)=[O:17])=[C:10]([F:42])[CH:9]=2)=[O:7])[CH2:3][CH2:4][CH2:5]1 |f:2.3|. Procedure details: 10% Hydrochloric acid (2 mL) was added to a solution of 3-[4-(azetidin-1-ylcarbonyl)-2-fluorophenoxy]-5-((1S)-2-{[tert-butyl(dimethyl)silyl]oxy}-1-methylethoxy)-N-(3-methyl-1,2,4-thiadiazol-5-yl)benzamide (950 mg, 1.58 mmol) in methanol (20 mL). The reaction was stirred at ambient temperature for 1 hour, saturated sodium bicarbonate solution added and the methanol evaporated. The aqueous residue was taken to pH2 and extracted with ethyl acetate. The extracts were combined, washed with brine, dri... The reactants are ClC=1N=CN(C1C(=O)NCC1=C(C(=C(C=C1)Cl)OC1=CC(=CC(=C1)C=C)Cl)F)COCC[Si](C)(C)C (4-chloro-N-({4-chloro-3-[(3-chloro-5-ethenylphenyl)oxy]-2-fluorophenyl}methyl)-1-({[2-(trimethylsilyl)ethyl]oxy}methyl)-1H-imidazole-5-carboxamide), I(=O)(=O)(=O)[O-].[Na+] (sodium periodate). Reagents/catalysts: [Os](=O)(=O)(=O)=O (osmium tetroxide). Solvent: O1CCOCC1 (dioxane), O (water), CCOC(=O)C (EtOAc). Conditions: time 5 hour. Yields the product ClC=1N=CN(C1C(=O)NCC1=C(C(=C(C=C1)Cl)OC1=CC(=CC(=C1)C=O)Cl)F)COCC[Si](C)(C)C (4-chloro-N-({4-chloro-3-[(3-chloro-5-formylphenyl)oxy]-2-fluorophenyl}methyl)-1-({[2-(trimethylsilyl)ethyl]oxy}methyl)-1H-imidazole-5-carboxamide). Isolated yield 78.6%. RXN SMILES: [Cl:1][C:2]1[N:3]=[CH:4][N:5]([CH2:29][O:30][CH2:31][CH2:32][Si:33]([CH3:36])([CH3:35])[CH3:34])[C:6]=1[C:7]([NH:9][CH2:10][C:11]1[CH:16]=[CH:15][C:14]([Cl:17])=[C:13]([O:18][C:19]2[CH:24]=[C:23]([CH:25]=C)[CH:22]=[C:21]([Cl:27])[CH:20]=2)[C:12]=1[F:28])=[O:8].I([O-])(=O)(=O)=[O:38].[Na+]>O1CCOCC1.O.CCOC(C)=O.[Os](=O)(=O)(=O)=O>[Cl:1][C:2]1[N:3]=[CH:4][N:5]([CH2:29][O:30][CH2:31][CH2:32][Si:33]([CH3:36])([CH3:35])[CH3:34])[C:6]=1[C:7]([NH:9][CH2:10][C:11]1[CH:16]=[CH:15][C:14]([Cl:17])=[C:13]([O:18][C:19]2[CH:24]=[C:23]([CH:25]=[O:38])[CH:22]=[C:21]([Cl:27])[CH:20]=2)[C:12]=1[F:28])=[O:8] |f:1.2|. Reported procedure: To a solution of 4-chloro-N-({4-chloro-3-[(3-chloro-5-ethenylphenyl)oxy]-2-fluorophenyl}methyl)-1-({[2-(trimethylsilyl)ethyl]oxy}methyl)-1H-imidazole-5-carboxamide (240 mg, 0.420 mmol) and sodium periodate (270 mg, 1.261 mmol) in dioxane (5 mL) and water (3 ml) was added osmium tetroxide (2.5% solution in t-butanol) (0.106 ml, 8.44 μmol) and the mixture was stirred at room temperature for 5 hours. The mixture was diluted with EtOAc, washed with water and the solvent was removed. The crude materi...